From a dataset of the Open Reaction Database (ORD), a public repository of structured organic reaction records. describe an organic reaction: reactants, conditions, products, and yield The reactants are F[C@@H]1[C@@H]2[C@H]3CCC(C=C3C=C[C@H]2[C@@H]2CCC([C@@]2(C)C1)=O)=O (11β-fluoro-estra-4,6-diene-3,17-dione), solution, [Br-].[Li+] (lithium bromide), [Mg] (magnesium), BrCCCCCCCl (1-bromo-6-chlorohexane). Reagents/catalysts: [Cu]I (copper(I) iodide). The solvent is C1CCOC1 (THF), CN1C(N(CCC1)C)=O (1,3-dimethyl-3,4,5,6-tetrahydro-(1H)-pyrimidin-2-one), C[Si](Cl)(C)C (trimethyl-chlorosilane), C1CCOC1 (THF), CN1C(N(CCC1)C)=O (1,3-dimethyl-3,4,5,6-tetrahydro-(1H)-pyrimidin-2-one), C(C)(=O)O (acetic acid), C1CCOC1 (THF), C1CCOC1 (THF). Conditions: temperature 40 celsius, time 30 minute. The product is ClCCCCCC[C@H]1[C@H]2[C@@H]3CCC([C@@]3(C)C[C@@H]([C@@H]2[C@H]2CCC(C=C2C1)=O)F)=O (7α-(6-chlorohexyl)-11β-fluoro-estr-4-ene-3,17-dione). Reaction SMILES: Br[CH2:2][CH2:3][CH2:4][CH2:5][CH2:6][CH2:7][Cl:8].[Mg].[Br-].[Li+].[F:12][C@H:13]1[CH2:30][C@@:28]2([CH3:29])[C@@H:24]([CH2:25][CH2:26][C:27]2=[O:31])[C@H:23]2[C@H:14]1[C@@H:15]1[C:20]([CH:21]=[CH:22]2)=[CH:19][C:18](=[O:32])[CH2:17][CH2:16]1>C1COCC1.CN1CCCN(C)C1=O.C[Si](C)(C)Cl.[Cu]I.C(O)(=O)C>[Cl:8][CH2:7][CH2:6][CH2:5][CH2:4][CH2:3][CH2:2][C@@H:22]1[CH2:21][C:20]2[C@H:15]([CH2:16][CH2:17][C:18](=[O:32])[CH:19]=2)[C@@H:14]2[C@@H:23]1[C@H:24]1[C@@:28]([CH2:30][C@@H:13]2[F:12])([CH3:29])[C:27](=[O:31])[CH2:26][CH2:25]1 |f:2.3|. Reported procedure: First 30 ml of a solution that consists of 41 ml of 1-bromo-6-chlorohexane in 270 ml of THF is added to a suspension of 6.8 g of magnesium chips in 100 ml of THF. After the reaction starts, the remaining solution is added in drops in such a way that the internal temperature does not exceed 35° C. In a second flask, 48.1 g of lithium bromide is added to a suspension of 26.4 g of copper(I) iodide in 120 ml of THF at 0° C., whereby the internal temperature climbs to 40° C. Without cooling, 46.4 ml ... Reaction SMILES: C(O[C:4]([C:6]1[CH:11]=[C:10]([F:12])[C:9]([CH2:13][C:14]([O:16][CH2:17][CH3:18])=[O:15])=[C:8]([F:19])[C:7]=1F)=[O:5])C.C(=O)([O-])[O-].[K+].[K+].Cl[CH2:28][C:29]([O:31][C:32]([CH3:35])([CH3:34])[CH3:33])=[O:30].CC(C)([O-])C.[K+].Cl.C[S:44](C)=O>C(OCC)(=O)C.O>[CH2:17]([O:16][C:14](=[O:15])[CH2:13][C:9]1[C:10]([F:12])=[CH:11][C:6]2[C:4](=[O:5])[CH:28]([C:29]([O:31][C:32]([CH3:35])([CH3:34])[CH3:33])=[O:30])[S:44][C:7]=2[C:8]=1[F:19])[CH3:18] |f:1.2.3,5.6|. The solvent is C(C)(=O)OCC (ethyl acetate), O (Water). Reaction conditions: temperature 40 celsius, time 2 hour. Yields the product C(C)OC(CC=1C(=CC2=C(SC(C2=O)C(=O)OC(C)(C)C)C1F)F)=O (tert-butyl 6-(2-ethoxy-2-oxoethyl)-5,7-difluoro-3-oxo-2,3-dihydrobenzo[b]thiophene-2-carboxylate). Reactants: C(C)OC(=O)C1=C(C(=C(C(=C1)F)CC(=O)OCC)F)F (ethyl 4-ethoxycarbonyl-2,3,6-trifluorophenylacetate), CS(=O)C (dimethyl sulfoxide), ClCC(=O)OC(C)(C)C (tert-butyl chloroacetate), C([O-])([O-])=O.[K+].[K+] (potassium carbonate), sodium hydrosulfide n-hydrate, CC(C)([O-])C.[K+] (potassium tert-butoxide), Cl (hydrochloric acid). Reported procedure: In 66 mL of dimethyl sulfoxide is dissolved 15.2 g of ethyl 4-ethoxycarbonyl-2,3,6-trifluorophenylacetate, to which are added 7.84 g of potassium carbonate and 4.54 g of sodium hydrosulfide n-hydrate(purity 70%). The mixture is stirred at 40° C. for 2 hours. The reaction mixture is cooled to 5° C., 8.1 mL of tert-butyl chloroacetate is added, and the mixture thus formed is stirred at the same temperature as above for 20 minutes. Then, 6.36 g of potassium tert-butoxide is added and stirred for on... Product: COc1ccc2nc(CN3CCN(c4cccc(C)n4)CC3)sc2n1. The reactants are Cc1cccc(N2CCNCC2)n1, COc1ccc2nc(CCl)sc2n1. Reaction SMILES: [CH3:14][c:15]1[cH:16][cH:17][cH:18][c:19]([N:21]2[CH2:22][CH2:23][NH:24][CH2:25][CH2:26]2)[n:20]1.[Cl:1][CH2:2][c:3]1[s:4][c:5]2[n:6][c:7]([O:12][CH3:13])[cH:8][cH:9][c:10]2[n:11]1>>[CH2:2]([c:3]1[s:4][c:5]2[n:6][c:7]([O:12][CH3:13])[cH:8][cH:9][c:10]2[n:11]1)[N:24]1[CH2:23][CH2:22][N:21]([c:19]2[cH:18][cH:17][cH:16][c:15]([CH3:14])[n:20]2)[CH2:26][CH2:25]1. RXN SMILES: [NH2:1][C@@H:2]1[CH2:7][CH2:6][CH2:5][CH2:4][C@@H:3]1[NH:8][C:9](=[O:15])[O:10][C:11]([CH3:14])([CH3:13])[CH3:12].CCN(C(C)C)C(C)C.[Br:25][C:26]1[C:27]([C:33]#[N:34])=[N:28][CH:29]=[C:30](F)[CH:31]=1.Cl>CN1C(=O)CCC1.ClCCl>[Br:25][C:26]1[CH:31]=[C:30]([NH:1][C@@H:2]2[CH2:7][CH2:6][CH2:5][CH2:4][C@@H:3]2[NH:8][C:9](=[O:15])[O:10][C:11]([CH3:12])([CH3:14])[CH3:13])[CH:29]=[N:28][C:27]=1[C:33]#[N:34]. Conditions: temperature 120 celsius. Reported procedure: This example describes the procedure for conversion of (A1) to (A3) as shown in Scheme 1. Tert-butyl [(1S,2R)-2-aminocyclohexyl]carbamate was purchased from Small Molecules, Inc. (CAS: 365996-30-1, Hoboken, N.J.). DIPEA (18.5 mL, 106 mmol) and tert-butyl [(1S,2R)-2-aminocyclohexyl]carbamate (17.7 g, 82.7 mmol) were added to 3-bromo-5-fluoropyridine-2-carbonitrile (Frontier Scientific; CAS: 950670-18-5, Logan, Utah) (16.4 g, 81.6 mmol) dissolved in NMP (16.3 mL) in a 150 mL sealed tube. The react... Run in ClCCl (Dichloromethane), CN1CCCC1=O (NMP). The product is BrC=1C=C(C=NC1C#N)N[C@H]1[C@H](CCCC1)NC(OC(C)(C)C)=O (tert-butyl {(1S,2R)-2-[(5-bromo-6-cyanopyridin-3-yl)-amino]cyclohexyl}carbamate). Reactants: CCN(C(C)C)C(C)C (DIPEA), N[C@H]1[C@H](CCCC1)NC(OC(C)(C)C)=O (tert-butyl [(1S,2R)-2-aminocyclohexyl]carbamate), BrC=1C(=NC=C(C1)F)C#N (3-bromo-5-fluoropyridine-2-carbonitrile), ( A1 ), Cl (Hydrochloric acid), ( A3 ), N[C@H]1[C@H](CCCC1)NC(OC(C)(C)C)=O (Tert-butyl [(1S,2R)-2-aminocyclohexyl]carbamate). Starting materials: CCOC(=O)C(Cc1ccc(OCCNC2=Nc3ccccc3Sc3ccccc32)cc1)OCC, CCO, [Na+], [OH-]. Product: CCOC(Cc1ccc(OCCNC2=Nc3ccccc3Sc3ccccc32)cc1)C(=O)O. RXN SMILES: [CH2:1]([CH3:2])[O:3][C:4]([CH:5]([CH2:6][c:7]1[cH:8][cH:9][c:10]([O:13][CH2:14][CH2:15][NH:16][C:17]2=[N:18][c:19]3[c:20]([cH:28][cH:29][cH:30][cH:31]3)[S:21][c:22]3[c:23]2[cH:24][cH:25][cH:26][cH:27]3)[cH:11][cH:12]1)[O:32][CH2:33][CH3:34])=[O:35].[CH3:38][CH2:39][OH:40].[Na+:37].[OH-:36]>>[O:3]=[C:4]([CH:5]([CH2:6][c:7]1[cH:8][cH:9][c:10]([O:13][CH2:14][CH2:15][NH:16][C:17]2=[N:18][c:19]3[c:20]([cH:28][cH:29][cH:30][cH:31]3)[S:21][c:22]3[c:23]2[cH:24][cH:25][cH:26][cH:27]3)[cH:11][cH:12]1)[O:32][CH2:33][CH3:34])[OH:35].